From a dataset of the Open Reaction Database (ORD), a public repository of structured organic reaction records. describe an organic reaction: reactants, conditions, products, and yield Reactants: COC(=O)c1cccc(N)c1C, O, O=S(Cl)Cl, c1ccccc1. Yields the product COC(=O)c1cccc(N=S=O)c1C. RXN SMILES: [NH2:5][c:6]1[c:7]([CH3:16])[c:8]([C:9](=[O:10])[O:11][CH3:12])[cH:13][cH:14][cH:15]1.[OH2:17].[S:1](=[O:2])([Cl:3])[Cl:4].[cH:18]1[cH:19][cH:20][cH:21][cH:22][cH:23]1>>[S:1](=[O:2])=[N:5][c:6]1[c:7]([CH3:16])[c:8]([C:9](=[O:10])[O:11][CH3:12])[cH:13][cH:14][cH:15]1. Reported procedure: This compound was prepared according to general method 1 starting from 6,6-dimethyl-5,7-dioxaspiro[2.5]octane-4,8-dione (0.250 g; 1.45 mmol) and 4-chloroaniline (0.568 g; 4.36 mmol) in ethanol (3 mL). 1-(4-chlorophenyl)-2-oxopyrrolidine-3-carboxylic acid 0.234 g (67%) was obtained as a white solid. The reactants are CC1(OC(C2(CC2)C(O1)=O)=O)C (6,6-dimethyl-5,7-dioxaspiro[2.5]octane-4,8-dione), ClC1=CC=C(N)C=C1 (4-chloroaniline). As a reaction SMILES: CC1(C)[O:9][C:8](=[O:10])[C:5]2([CH2:7][CH2:6]2)[C:4](=[O:11])O1.[Cl:13][C:14]1[CH:20]=[CH:19][C:17]([NH2:18])=[CH:16][CH:15]=1>C(O)C>[Cl:13][C:14]1[CH:20]=[CH:19][C:17]([N:18]2[CH2:6][CH2:7][CH:5]([C:8]([OH:9])=[O:10])[C:4]2=[O:11])=[CH:16][CH:15]=1. The product is ClC1=CC=C(C=C1)N1C(C(CC1)C(=O)O)=O (1-(4-chlorophenyl)-2-oxopyrrolidine-3-carboxylic acid). The yield is 67.3%. Solvent: C(C)O (ethanol). Starting materials: ethyl acetate hexanes, CC1=NOC(=C1C)N (3,4-dimethyl-5-amino isoxazole), O1C2=C(C=C1S(=O)(=O)Cl)C=CC=C2 (benzo[b]furan-2-sulfonyl chloride). Product: CC1=NOC(=C1C)NS(=O)(=O)C1=CC2=C(O1)C=CC=C2 (N-(3,4-Dimethyl-5-isoxazolyl)benzo[b]furan-2-sulfonamide), light yellow solid. As a reaction SMILES: [CH3:1][C:2]1[C:6]([CH3:7])=[C:5]([NH2:8])[O:4][N:3]=1.[O:9]1[C:13]([S:14](Cl)(=[O:16])=[O:15])=[CH:12][C:11]2[CH:18]=[CH:19][CH:20]=[CH:21][C:10]1=2>>[CH3:1][C:2]1[C:6]([CH3:7])=[C:5]([NH:8][S:14]([C:13]2[O:9][C:10]3[CH:21]=[CH:20][CH:19]=[CH:18][C:11]=3[CH:12]=2)(=[O:15])=[O:16])[O:4][N:3]=1. Reported procedure: N-(3,4-Dimethyl-5-isoxazolyl)benzo[b]furan-2-sulfonamide was prepared, in the same manner as described in Example 34B, from 3,4-dimethyl-5-amino isoxazole (78 mg, 0.70 mmol) and benzo[b]furan-2-sulfonyl chloride (0.46 g, 2.1 mmol) Flash chromatography (30% ethyl acetate/hexanes) provided 0.186 g of a light yellow solid, which was treated with 31 mg of NaOH in 10 ml of methanol at 25° C. for 30 minutes. Recrystallization from CHCl3 /hexanes yielded a light tan solid (90 mg, 44% yield), m.p. 160.5... Starting materials: C(C)C1(CC=NC=C1Br)N (4-ethyl-4-amino-5-bromopyridine), CC(CC(C)(C)C)(C)C1CCC(CC1)=O (4-(1,1,3,3-tetramethylbutyl)cyclohexanone), C(C)(C)OC(C)C (diisopropyl ether). Product: C(C)C1=NC=C(C(=C1)N[C@@H]1CC[C@@H](CC1)C(CC(C)(C)C)(C)C)Br (2-Ethyl-4-[cis-4-(1,1,3,3-tetramethylbutyl)cyclohexylamino]-5-bromopyridine). RXN SMILES: C([C:3]1([NH2:10])[C:8]([Br:9])=[CH:7][N:6]=[CH:5][CH2:4]1)C.[CH3:11][C:12]([CH:19]1[CH2:24][CH2:23][C:22](=O)[CH2:21][CH2:20]1)([CH3:18])[CH2:13][C:14]([CH3:17])([CH3:16])[CH3:15].[CH:26](OC(C)C)(C)[CH3:27]>>[CH2:26]([C:5]1[CH:4]=[C:3]([NH:10][C@H:22]2[CH2:23][CH2:24][C@@H:19]([C:12]([CH3:18])([CH3:11])[CH2:13][C:14]([CH3:17])([CH3:16])[CH3:15])[CH2:20][CH2:21]2)[C:8]([Br:9])=[CH:7][N:6]=1)[CH3:27]. Procedure: As Example 75, but using 2.01 g (10 mmol) of 4-ethyl-4-amino-5-bromopyridine instead of 2-ethyl-3-bromo-4-aminopyridine and 4.2 g (20 mmol) of 4-(1,1,3,3-tetramethylbutyl)cyclohexanone instead of 4-phenylcyclohexanone. Yield: 1.9 g (48%); Rf =0.39 (diisopropyl ether) The reactants are [Br-], CCOCC, C[Mg+], COc1cccc(C=O)c1OC. The product is COc1cccc(C(C)O)c1OC. RXN SMILES: [Br-:13].[CH2:16]([O:17][CH2:18][CH3:19])[CH3:20].[CH3:14][Mg+:15].[CH3:1][O:2][c:3]1[c:4]([CH:5]=[O:6])[cH:7][cH:8][cH:9][c:10]1[O:11][CH3:12]>>[CH3:1][O:2][c:3]1[c:4]([CH:5]([OH:6])[CH3:14])[cH:7][cH:8][cH:9][c:10]1[O:11][CH3:12]. The reactants are O1CCC2=C1C=CC(=C2)C2=NN=C(O2)S (5-(2,3-dihydro-1-benzofuran-5-yl)-1,3,4-oxadiazole-2-thiol), BrCC(=O)OCC (ethyl bromoacetate). The product is C(C)OC(CSC=1OC(=NN1)C=1C=CC2=C(CCO2)C1)=O (ethyl[[5-(2,3-dihydro-1-benzofuran-5-yl)-1,3,4-oxadiazol-2-yl]thio]acetate). Yield: 54.0%. As a reaction SMILES: [O:1]1[C:5]2[CH:6]=[CH:7][C:8]([C:10]3[O:14][C:13]([SH:15])=[N:12][N:11]=3)=[CH:9][C:4]=2[CH2:3][CH2:2]1.Br[CH2:17][C:18]([O:20][CH2:21][CH3:22])=[O:19]>>[CH2:21]([O:20][C:18](=[O:19])[CH2:17][S:15][C:13]1[O:14][C:10]([C:8]2[CH:7]=[CH:6][C:5]3[O:1][CH2:2][CH2:3][C:4]=3[CH:9]=2)=[N:11][N:12]=1)[CH3:22]. Procedure details: In the same manner as in Example 1 and using 5-(2,3-dihydro-1-benzofuran-5-yl)-1,3,4-oxadiazole-2-thiol instead of 5-(benzothiazol-6-yl)-1,3,4-oxadiazole-2-thiol and ethyl bromoacetate instead of 3-(trifluoromethyl)benzyl chloride, the title compound (yield 54%) was obtained as colorless crystals. Reactants: ClCl (chlorine), ClCl (chlorine), 5-ethylidenenorbornene-2, ClCl (chlorine), C=C (ethylene), C=CC (propylene), ClCl (chlorine). The solvent is O (water). Product: C1C=CC2C1C3CC2C=C3 (dicyclopentadiene). As a reaction SMILES: ClCl.[CH2:3]=[CH2:4].[CH2:5]=[CH:6][CH3:7]>O>[CH2:6]1[CH:7]2[CH:4]3[CH:3]=[CH:5][CH:6]([CH:4]2[CH:3]=[CH:5]1)[CH2:7]3. Procedure details: 4 liters of chlorine gas (20°C, 1 atmosphere) were passed during a period of 30 minutes at 25°C in diffuse daylight through a dispersion of 35 g of a terpolymer in 1 liter of water. The terpolymer was composed of 53.9% by weight of ethylene, 42% by weight of propylene, and 4.1% by weight of 5-ethylidenenorbornene-2. The dispersed terpolymer particles ranged in size from 3 -22 mm. The dispersion was intensively stirred during the passage of the chlorine gas. After the passage of the chlorine gas ... Reactants: ClC=1N=C(C2=C(N1)C(CC2)C2=CC=C(C=C2)F)Cl (2,4-dichloro-7-(4-fluorophenyl)-6,7-dihydro-5H-cyclopenta[d]pyrimidine), C(C)OCCCN (3-ethoxypropan-1-amine). Yields the product ClC=1N=C(C2=C(N1)C(CC2)C2=CC=C(C=C2)F)NCCCOCC (2-chloro-N-(3-ethoxypropyl)-7-(4-fluorophenyl)-6,7-dihydro-5H-cyclopenta[d]pyrimidin-4-amine). RXN SMILES: [Cl:1][C:2]1[N:3]=[C:4](Cl)[C:5]2[CH2:10][CH2:9][CH:8]([C:11]3[CH:16]=[CH:15][C:14]([F:17])=[CH:13][CH:12]=3)[C:6]=2[N:7]=1.[CH2:19]([O:21][CH2:22][CH2:23][CH2:24][NH2:25])[CH3:20]>>[Cl:1][C:2]1[N:3]=[C:4]([NH:25][CH2:24][CH2:23][CH2:22][O:21][CH2:19][CH3:20])[C:5]2[CH2:10][CH2:9][CH:8]([C:11]3[CH:16]=[CH:15][C:14]([F:17])=[CH:13][CH:12]=3)[C:6]=2[N:7]=1. Procedure details: 2,4-dichloro-7-(4-fluorophenyl)-6,7-dihydro-5H-cyclopenta[d]pyrimidine (Preparation H) was reacted as described in Preparation Hr with 3-ethoxypropan-1-amine to afford 2-chloro-N-(3-ethoxypropyl)-7-(4-fluorophenyl)-6,7-dihydro-5H-cyclopenta[d]pyrimidin-4-amine (Preparation Hu). LC-MS (M+H)+=350.1. Reactants: 13, N1(C=NC=C1)C(C(C)C)C1=CC(=C(C=C1)N)[N+](=O)[O-] (4-[1-(1H-imidazol-1-yl)-2-methylpropyl]-2-nitrobenzenamine), ClCCl (dichloromethane), 19, ClC=1C=C(C=CC1)CC(=O)Cl (3-chlorobenzeneacetyl chloride), ClCCl (dichloromethane). Solvent: C(C)N(CC)CC (N,N-diethylethanamine). Run at time 4 hour. Yields the product 39, ClC=1C=C(C=CC1)CC(=O)NC1=C(C=C(C=C1)C(C(C)C)N1C=NC=C1)[N+](=O)[O-] (3-chloro-N-[4-[1-(1H-imidazol-1-yl)-2-methylpropyl]-2-nitrophenyl]benzeneacetamide). The yield is 100.0%. RXN SMILES: [N:1]1([CH:6]([C:10]2[CH:15]=[CH:14][C:13]([NH2:16])=[C:12]([N+:17]([O-:19])=[O:18])[CH:11]=2)[CH:7]([CH3:9])[CH3:8])[CH:5]=[CH:4][N:3]=[CH:2]1.ClCCl.[Cl:23][C:24]1[CH:25]=[C:26]([CH2:30][C:31](Cl)=[O:32])[CH:27]=[CH:28][CH:29]=1>C(N(CC)CC)C>[Cl:23][C:24]1[CH:25]=[C:26]([CH2:30][C:31]([NH:16][C:13]2[CH:14]=[CH:15][C:10]([CH:6]([N:1]3[CH:5]=[CH:4][N:3]=[CH:2]3)[CH:7]([CH3:9])[CH3:8])=[CH:11][C:12]=2[N+:17]([O-:19])=[O:18])=[O:32])[CH:27]=[CH:28][CH:29]=1. Reported procedure: To a stirred solution of 13 parts of 4-[1-(1H-imidazol-1-yl)-2-methylpropyl]-2-nitrobenzenamine in 195 parts of dichloromethane was added a solution of 19 parts of 3-chlorobenzeneacetyl chloride in 65 parts of dichloromethane. After stirring for 4 hours at room temperature, 10.1 parts of N,N-diethylethanamine were added. The reaction mixture was washed with water, dried, filtered and evaporated, yielding 39 parts (100%) of 3-chloro-N-[4-[1-(1H-imidazol-1-yl)-2-methylpropyl]-2-nitrophenyl]benzene... The reactants are CC(=O)OC(C)=O, O=CO, ClCCl, CC(C)(C)C(N)C(=O)O, O. Product: CC(C)(C)C(NC=O)C(=O)O. As a reaction SMILES: [CH3:1][C:2](=[O:3])[O:4][C:5](=[O:6])[CH3:7].[CH:21]([OH:22])=[O:23].[Cl:18][CH2:19][Cl:20].[NH2:8][CH:9]([C:10]([CH3:11])([CH3:12])[CH3:13])[C:14](=[O:15])[OH:16].[OH2:17]>>[CH:2](=[O:3])[NH:8][CH:9]([C:10]([CH3:11])([CH3:12])[CH3:13])[C:14](=[O:15])[OH:16].